Dataset: the Open Reaction Database (ORD), a public repository of structured organic reaction records. Task: describe an organic reaction: reactants, conditions, products, and yield The reactants are O=C([O-])O, COc1cccc(CCSc2nc3cnccc3[nH]2)c1, ClC(Cl)Cl, O=C(OO)c1cccc(Cl)c1, [Na+]. The product is COc1cccc(CCS(=O)c2nc3cnccc3[nH]2)c1. Reaction SMILES: [C:32](=[O:33])([OH:34])[O-:35].[CH3:1][O:2][c:3]1[cH:4][c:5]([CH2:9][CH2:10][S:11][c:12]2[nH:13][c:14]3[c:15]([cH:16][n:17][cH:18][cH:19]3)[n:20]2)[cH:6][cH:7][cH:8]1.[CH:37]([Cl:38])([Cl:39])[Cl:40].[Cl:21][c:22]1[cH:23][c:24]([C:29](=[O:26])[O:30][OH:31])[cH:25][cH:27][cH:28]1.[Na+:36]>>[CH3:1][O:2][c:3]1[cH:4][c:5]([CH2:9][CH2:10][S:11]([c:12]2[nH:13][c:14]3[c:15]([cH:16][n:17][cH:18][cH:19]3)[n:20]2)=[O:26])[cH:6][cH:7][cH:8]1. Reactants: CO, [N-]=[N+]=NC1CCc2cc(Br)ccc21. The product is NC1CCc2cc(Br)ccc21. Reaction SMILES: [CH3:14][OH:15].[N:1](=[N+:2]=[N-:3])[CH:4]1[CH2:5][CH2:6][c:7]2[cH:8][c:9]([Br:13])[cH:10][cH:11][c:12]21>>[NH2:1][CH:4]1[CH2:5][CH2:6][c:7]2[cH:8][c:9]([Br:13])[cH:10][cH:11][c:12]21. The reactants are C(C)C=1NC=C(N1)C (2-Ethyl-4-methyl imidazole), C(CCCCCN=C=O)N=C=O (hexamethylene diisocyanate). Product: C(C)C=1NC=C(N1)C.C(CCCCCN=C=O)N=C=O (2-ethyl-4-methyl imidazole hexamethylene diisocyanate). As a reaction SMILES: [CH2:1]([C:3]1[NH:4][CH:5]=[C:6]([CH3:8])[N:7]=1)[CH3:2].[CH2:9]([N:18]=[C:19]=[O:20])[CH2:10][CH2:11][CH2:12][CH2:13][CH2:14][N:15]=[C:16]=[O:17]>>[CH2:1]([C:3]1[NH:4][CH:5]=[C:6]([CH3:8])[N:7]=1)[CH3:2].[CH2:9]([N:18]=[C:19]=[O:20])[CH2:10][CH2:11][CH2:12][CH2:13][CH2:14][N:15]=[C:16]=[O:17] |f:2.3|. Procedure details: 2-Ethyl-4-methyl imidazole (22 g; 0.2 mole) and hexamethylene diisocyanate (16.8 g; 0.1 mole) were reacted following the procedure of Example A. The 2-ethyl-4-methyl imidazole-hexamethylene diisocyanate adduct was obtained as a solid product. Reactants: C1CCOC1, C=C[Mg+], [Cl-], O=Cc1cccc(Cl)c1. Yields the product C=CC(O)c1cccc(Cl)c1. Reaction SMILES: [CH2:14]1[O:15][CH2:16][CH2:17][CH2:18]1.[CH:11](=[CH2:12])[Mg+:13].[Cl-:10].[Cl:1][c:2]1[cH:3][c:4]([CH:5]=[O:6])[cH:7][cH:8][cH:9]1>>[Cl:1][c:2]1[cH:3][c:4]([CH:5]([OH:6])[CH:11]=[CH2:12])[cH:7][cH:8][cH:9]1. Starting materials: C(C)(C)(C)OC(=O)N1CCN(CC1)C1=C(C=C(C=C1)Cl)C(=O)OC (4-(4-chloro-2-methoxycarbonyl-phenyl)-piperazine-1-carboxylic acid tert-butyl ester), FC(C(=O)O)(F)F (trifluoroacetic acid). The solvent is ClCCl (dichloromethane). Conditions: time 2 hour. The product is COC(C1=C(C=CC(=C1)Cl)N1CCNCC1)=O (5-Chloro-2-piperazin-1-yl-benzoic acid methyl ester). RXN SMILES: C(OC([N:8]1[CH2:13][CH2:12][N:11]([C:14]2[CH:19]=[CH:18][C:17]([Cl:20])=[CH:16][C:15]=2[C:21]([O:23][CH3:24])=[O:22])[CH2:10][CH2:9]1)=O)(C)(C)C.FC(F)(F)C(O)=O>ClCCl>[CH3:24][O:23][C:21](=[O:22])[C:15]1[CH:16]=[C:17]([Cl:20])[CH:18]=[CH:19][C:14]=1[N:11]1[CH2:12][CH2:13][NH:8][CH2:9][CH2:10]1. Reported procedure: A solution of 4-(4-chloro-2-methoxycarbonyl-phenyl)-piperazine-1-carboxylic acid tert-butyl ester (0.32 g, 0.92 mmol) in dichloromethane (5.0 mL) cooled at 0° C. was treated with trifluoroacetic acid (20%) and warmed to room temperature and stirred for 2 h. The reaction mixture was concentrated in vacuo, diluted with ethyl acetate and free based with 10% aqueous sodium bicarbonate. The organics were separated and dried over sodium sulfate and concentrated in vacuo. The product used without any f...